This data is from the Open Reaction Database (ORD), a public repository of structured organic reaction records. The task is: describe an organic reaction: reactants, conditions, products, and yield The reactants are NC1=NC=CN=C1C(=O)OC (methyl 2-aminopyrazine-3-carboxylate), N1CCCC1 (pyrrolidine), above-named product. Solvent: CO (methanol). Yields the product NC1=NC=CN=C1C(=O)N1CCCC1 (2-aminopyrazine-3-carboxylic acid pyrrolidide). RXN SMILES: [NH2:1][C:2]1[C:7]([C:8]([O:10]C)=O)=[N:6][CH:5]=[CH:4][N:3]=1.[NH:12]1[CH2:16][CH2:15][CH2:14][CH2:13]1>CO>[NH2:1][C:2]1[C:7]([C:8]([N:12]2[CH2:16][CH2:15][CH2:14][CH2:13]2)=[O:10])=[N:6][CH:5]=[CH:4][N:3]=1. Reported procedure: A solution of 10 g. (0.065 mol) of methyl 2-aminopyrazine-3-carboxylate in 100 ml. of methanol and 25 ml. of pyrrolidine was refluxed for 18 hours. The residue obtained after evaporation under reduced pressure was triturated with ether to yield 8.8 g. (70%) of the above-named product as yellow crystals, with m.p. 100°-105°. A second crop of 2.3 g. (18%) with m.p. 95°-105° was obtained from the mother liquors. The analytical sample was recrystallized from 2-propanol. The pale yellow prisms had a ... Reactants: C(C)(C)(C)OC(N[C@@H](C1(CCCCC1)C)C(N[C@@H](C(C)(C)C)C(=O)N1C[C@]2(C3(CCC3)C2(C)C)C[C@H]1C(N[C@]1([C@@H](C1)C=C)C(=O)NS(=O)(=O)N1CCCC1)=O)=O)=O ([(S)—((S)-1-{(5R,8S)-10,10-Dimethyl-8-[(1R,2S)-1-(pyrrolidine-1-sulfonylaminocarbonyl)-2-vinyl-cyclopropylcarbamoyl]-7-aza-dispiro[3.0.4.1]decane-7-carbonyl}-2,2-dimethyl-propylcarbamoyl)-(1-methyl-cyclohexyl)-methyl]-carbamic acid tert-butyl ester), Cl (HCl). Solvent: O1CCOCC1 (dioxane). Reaction conditions: time 2 hour. Product: N1(CCCC1)S(=O)(=O)NC(=O)[C@@]1([C@@H](C1)C=C)NC(=O)[C@H]1N(C[C@]2(C3(CCC3)C2(C)C)C1)C([C@H](C(C)(C)C)NC([C@H](C1(CCCCC1)C)N)=O)=O ((5R,8S)-7-{(S)-2-[(S)-2-Amino-2-(1-methyl-cyclohexyl)-acetylamino]-3,3-dimethyl-butyryl}-10,10-dimethyl-7-aza-dispiro[3.0.4.1]decane-8-carboxylic acid [(1R,2S)-1-(pyrrolidine-1-sulfonylaminocarbonyl)-2-vinyl-cyclopropyl]-amide). RXN SMILES: C(OC(=O)[NH:7][C@H:8]([C:16](=[O:56])[NH:17][C@H:18]([C:23]([N:25]1[C@H:36]([C:37](=[O:55])[NH:38][C@:39]2([C:44]([NH:46][S:47]([N:50]3[CH2:54][CH2:53][CH2:52][CH2:51]3)(=[O:49])=[O:48])=[O:45])[CH2:41][C@H:40]2[CH:42]=[CH2:43])[CH2:35][C@:27]2([C:32]([CH3:34])([CH3:33])[C:28]32[CH2:31][CH2:30][CH2:29]3)[CH2:26]1)=[O:24])[C:19]([CH3:22])([CH3:21])[CH3:20])[C:9]1([CH3:15])[CH2:14][CH2:13][CH2:12][CH2:11][CH2:10]1)(C)(C)C.Cl>O1CCOCC1>[N:50]1([S:47]([NH:46][C:44]([C@@:39]2([NH:38][C:37]([C@@H:36]3[CH2:35][C@:27]4([C:32]([CH3:33])([CH3:34])[C:28]54[CH2:31][CH2:30][CH2:29]5)[CH2:26][N:25]3[C:23](=[O:24])[C@@H:18]([NH:17][C:16](=[O:56])[C@@H:8]([NH2:7])[C:9]3([CH3:15])[CH2:14][CH2:13][CH2:12][CH2:11][CH2:10]3)[C:19]([CH3:22])([CH3:21])[CH3:20])=[O:55])[CH2:41][C@H:40]2[CH:42]=[CH2:43])=[O:45])(=[O:49])=[O:48])[CH2:54][CH2:53][CH2:52][CH2:51]1. Procedure details: A mixture of [(S)—((S)-1-{(5R,8S)-10,10-Dimethyl-8-[(1R,2S)-1-(pyrrolidine-1-sulfonylaminocarbonyl)-2-vinyl-cyclopropylcarbamoyl]-7-aza-dispiro[3.0.4.1]decane-7-carbonyl}-2,2-dimethyl-propylcarbamoyl)-(1-methyl-cyclohexyl)-methyl]-carbamic acid tert-butyl ester (0.219 g; 0.27 mmol) and 2.0 mL HCl (4 M in dioxane) in 2 mL dioxane was stirred at ambient temperature for 2 h. The mixture was concentrated under reduced pressure and co-evaporated 2 times with DCM to yield the title compound which was ... The reactants are O=C([O-])O, CC(=O)O, Nc1c(C(=O)c2ccccc2)[nH]c2cc(Cl)ccc12, [Na+], N#CO[Na]. Product: NC(=O)Nc1c(C(=O)c2ccccc2)[nH]c2cc(Cl)ccc12. Reaction SMILES: [C:24](=[O:25])([OH:26])[O-:27].[CH3:29][C:30](=[O:31])[OH:32].[NH2:1][c:2]1[c:3]([C:12]([c:13]2[cH:14][cH:15][cH:16][cH:17][cH:18]2)=[O:19])[nH:4][c:5]2[cH:6][c:7]([Cl:11])[cH:8][cH:9][c:10]12.[Na+:28].[Na:20][O:21][C:22]#[N:23]>>[NH:1]([c:2]1[c:3]([C:12]([c:13]2[cH:14][cH:15][cH:16][cH:17][cH:18]2)=[O:19])[nH:4][c:5]2[cH:6][c:7]([Cl:11])[cH:8][cH:9][c:10]12)[C:22](=[O:21])[NH2:23]. The reactants are [BH4-].[Na+] (Sodium borohydride), FC(C=1C=CC(=NC1)CC1C(CCC1)=O)(F)F (2-{[5-(trifluoromethyl)pyridin-2-yl]methyl}cyclopentan-1-one). Run in C(C)O (ethanol). Conditions: time 1 hour. Yields the product FC(C=1C=CC(=NC1)CC1C(CCC1)O)(F)F (2-{[5-(Trifluoromethyl)pyridin-2-yl]methyl}cyclopentan-1-ol). RXN SMILES: [BH4-].[Na+].[F:3][C:4]([F:19])([F:18])[C:5]1[CH:6]=[CH:7][C:8]([CH2:11][CH:12]2[CH2:16][CH2:15][CH2:14][C:13]2=[O:17])=[N:9][CH:10]=1>C(O)C>[F:18][C:4]([F:3])([F:19])[C:5]1[CH:6]=[CH:7][C:8]([CH2:11][CH:12]2[CH2:16][CH2:15][CH2:14][CH:13]2[OH:17])=[N:9][CH:10]=1 |f:0.1|. Procedure details: Sodium borohydride (0.036 g, 0.954 mmol) was added to a solution of 2-{[5-(trifluoromethyl)pyridin-2-yl]methyl}cyclopentan-1-one (0.116 g, 0.48 mmol) in ethanol (5 ml). The reaction was stirred at room temperature for 1 hour and then quenched with water (5 ml) and 2M HCl (aq, 5 ml), basified with 2M NaOH (aq) and extracted with ethyl acetate (2×30 ml). The combined organics were dried over dried over magnesium sulfate, filtered through a hydrophobic frit and concentrated in vacuo. The crude prod... Reactants: FC(C(=O)O)(F)F (Trifluoroacetic acid), C(C)(C)(C)OC(=O)N1CC2=C(N=C(N=C2)NC(C2=C(C=CC=C2)OCC)=O)CC1 (2-(2-ethoxy-benzoylamino)-7,8-dihydro-5H-pyrido[4,3-d]pyrimidine-6-carboxylic acid tert-butyl ester), CCN=C=NCCCN(C)C (EDCI), C1=CC2=C(N=C1)N(N=N2)O (HOAt), CCN(C(C)C)C(C)C (DIPEA), ClC1=C(SC=C1)C(=O)O (3-chlorothiophene-2-carboxylic acid). Solvent: C(Cl)Cl (CH2Cl2). Conditions: temperature 0 celsius, time 2 hour. Yields the product ClC1=C(SC=C1)C(=O)N1CC2=C(N=C(N=C2)NC(C2=C(C=CC=C2)OCC)=O)CC1 (N-[6-(3-chloro-thiophene-2-carbonyl)-5,6,7,8-tetrahydro-pyrido[4,3-d]pyrimidin-2-yl]-2-ethoxy-benzamide). The yield is 50.5%. As a reaction SMILES: FC(F)(F)C(O)=O.C(O[C:13]([N:15]1[CH2:36][CH2:35][C:18]2[N:19]=[C:20]([NH:23][C:24](=[O:34])[C:25]3[CH:30]=[CH:29][CH:28]=[CH:27][C:26]=3[O:31][CH2:32][CH3:33])[N:21]=[CH:22][C:17]=2[CH2:16]1)=[O:14])(C)(C)C.CCN(C(C)C)C(C)C.[Cl:46][C:47]1[CH:51]=[CH:50][S:49][C:48]=1C(O)=O.CCN=C=NCCCN(C)C.C1C=NC2N(O)N=NC=2C=1>C(Cl)Cl>[Cl:46][C:47]1[CH:51]=[CH:50][S:49][C:48]=1[C:13]([N:15]1[CH2:36][CH2:35][C:18]2[N:19]=[C:20]([NH:23][C:24](=[O:34])[C:25]3[CH:30]=[CH:29][CH:28]=[CH:27][C:26]=3[O:31][CH2:32][CH3:33])[N:21]=[CH:22][C:17]=2[CH2:16]1)=[O:14]. Reported procedure: Trifluoroacetic acid 3.6 ml (49 mmol) was added to a solution of 2-(2-ethoxy-benzoylamino)-7,8-dihydro-5H-pyrido[4,3-d]pyrimidine-6-carboxylic acid tert-butyl ester 300 mg (0.753 mmol) in CH2Cl2 (10 ml) under nitrogen as inert gas and stirring was performed for 2 h at RT. After removal of the solvent, the intermediate (2-ethoxy-N-(5,6,7,8-tetrahydro-pyrido[4,3-d]pyrimidin-2-yl)-benzamide trifluoroacetate) was dissolved in CH2Cl2 (10 ml) and DIPEA 225 μl and 3-chlorothiophene-2-carboxylic acid 12... Reactants: O=C([O-])[O-], CCO, NC(=O)C1CCCCC1, [K+], [K+], c1ccc(N2CCNCC2)nc1. The product is O=C(NCN1CCN(c2ccccn2)CC1)C1CCCCC1. Reaction SMILES: [C:22](=[O:23])([O-:24])[O-:25].[CH2:28]([OH:29])[CH3:30].[CH:13]1([C:19](=[O:20])[NH2:21])[CH2:14][CH2:15][CH2:16][CH2:17][CH2:18]1.[K+:26].[K+:27].[n:1]1[c:2]([N:7]2[CH2:8][CH2:9][NH:10][CH2:11][CH2:12]2)[cH:3][cH:4][cH:5][cH:6]1>>[n:1]1[c:2]([N:7]2[CH2:8][CH2:9][N:10]([CH2:22][NH:21][C:19]([CH:13]3[CH2:14][CH2:15][CH2:16][CH2:17][CH2:18]3)=[O:20])[CH2:11][CH2:12]2)[cH:3][cH:4][cH:5][cH:6]1. The reactants are [H-].[Na+] (sodium hydride), CC1=CC(=C(C=C1)NC=O)[N+](=O)[O-] (N-(4-methyl -2nitrophenyl)formamide), CI (methyl iodide). Run in CN(C=O)C (dimethylformamide), CN(C=O)C (dimethylformamide), CN(C=O)C (dimethylformamide). Conditions: temperature 50 celsius. Product: CN(C=O)C1=C(C=C(C=C1)C)[N+](=O)[O-] (N-methyl-N-(4-methyl2-nitrophenyl)formamide). Yield: 83.7%. As a reaction SMILES: [H-].[Na+].[CH3:3][C:4]1[CH:9]=[CH:8][C:7]([NH:10][CH:11]=[O:12])=[C:6]([N+:13]([O-:15])=[O:14])[CH:5]=1.[CH3:16]I>CN(C)C=O>[CH3:16][N:10]([C:7]1[CH:8]=[CH:9][C:4]([CH3:3])=[CH:5][C:6]=1[N+:13]([O-:15])=[O:14])[CH:11]=[O:12] |f:0.1|. Procedure: In an argon flow, 8.1 g (202 mmols) of sodium hydride (60% in oil) was added to 400 ml of dry dimethylformamide and the mixture was cooled to 5° to 10° C. To the mixture was dropwise added 34.7 g (192 mmols) of N-(4-methyl -2nitrophenyl)formamide (a solution in 150 ml of dry dimethylformamide). The mixture was stirred at 50° C. for an hour. After cooling again to 5° to 10° C., 18 ml (289 mmols) of methyl iodide (a solution in 30 ml of dry dimethylformamide) was dropwise added to the mixture. The...